This data is from the Open Reaction Database (ORD), a public repository of structured organic reaction records. The task is: describe an organic reaction: reactants, conditions, products, and yield The reactants are BrC=1C=C2C(=C(C(=NC2=CC1OC)C1=CC(=CC=C1)C(F)(F)F)C)C(=O)O (6-bromo-3-methyl-7-(methyloxy)-2-[3-(trifluoromethyl)phenyl]-4-quinolinecarboxylic acid), CS(=O)C (DMSO), C([O-])([O-])=O.[Cs+].[Cs+] (cesium carbonate), CI (methyl iodide). Solvent: O (water). Reaction conditions: time 2 hour. Yields the product BrC=1C=C2C(=C(C(=NC2=CC1OC)C1=CC(=CC=C1)C(F)(F)F)C)C(=O)OC (methyl 6-bromo-3-methyl-7-(methyloxy)-2-[3-(trifluoromethyl)phenyl]-4-quinolinecarboxylate). Isolated yield 85.0%. RXN SMILES: [Br:1][C:2]1[CH:3]=[C:4]2[C:9](=[CH:10][C:11]=1[O:12][CH3:13])[N:8]=[C:7]([C:14]1[CH:19]=[CH:18][CH:17]=[C:16]([C:20]([F:23])([F:22])[F:21])[CH:15]=1)[C:6]([CH3:24])=[C:5]2[C:25]([OH:27])=[O:26].[CH3:28]S(C)=O.C(=O)([O-])[O-].[Cs+].[Cs+].CI>O>[Br:1][C:2]1[CH:3]=[C:4]2[C:9](=[CH:10][C:11]=1[O:12][CH3:13])[N:8]=[C:7]([C:14]1[CH:19]=[CH:18][CH:17]=[C:16]([C:20]([F:23])([F:21])[F:22])[CH:15]=1)[C:6]([CH3:24])=[C:5]2[C:25]([O:27][CH3:28])=[O:26] |f:2.3.4|. Reported procedure: To a 2 L flask was added 6-bromo-3-methyl-7-(methyloxy)-2-[3-(trifluoromethyl)phenyl]-4-quinolinecarboxylic acid (82.5 g, 187 mmol), DMSO (1249 mL), cesium carbonate (67.2 g, 206 mmol) and methyl iodide (23.44 ml, 375 mmol). The mixture was stirred at room temperature for 2 h. To the resulting slurry was added water (500 mL). The mixture became warm and was cooled with an ice/water bath. Stirring was continued an additional 30 min, then filtered and washed with H2O (2 L). The resulting solid was...